From a dataset of the Open Reaction Database (ORD), a public repository of structured organic reaction records. describe an organic reaction: reactants, conditions, products, and yield Reactants: B, CSC, C1CCOC1, O=CNCCCCn1ccnc1. As a reaction SMILES: [BH3:16].[CH3:13][S:14][CH3:15].[O:17]1[CH2:18][CH2:19][CH2:20][CH2:21]1.[n:1]1([CH2:6][CH2:7][CH2:8][CH2:9][NH:10][CH:11]=[O:12])[cH:2][n:3][cH:4][cH:5]1>>[n:1]1([CH2:6][CH2:7][CH2:8][CH2:9][NH:10][CH3:11])[cH:2][n:3][cH:4][cH:5]1. Product: CNCCCCn1ccnc1. The reactants are CC(CC1(CC=CC=C1)C=C)(C)C (4-(2,2-Dimethylpropyl)4-ethenylbenzene), NaIO4, RuO2, CCOC(=O)C (EtOAc), CCOC(=O)C (EtOAc). Solvent: O (H2O), O (H2O). Reaction conditions: temperature 40 celsius, time 16 hour. Yields the product CC(CC1=CC=C(C(=O)O)C=C1)(C)C (4-(2,2-Dimethylpropyl)benzoic acid). Reaction SMILES: [CH3:1][C:2]([CH3:13])([CH3:12])[CH2:3][C:4]1(C=C)[CH:9]=[CH:8][CH:7]=[CH:6][CH2:5]1.CC[O:16][C:17](C)=[O:18]>O>[CH3:13][C:2]([CH3:1])([CH3:12])[CH2:3][C:4]1[CH:5]=[CH:6][C:7]([C:17]([OH:18])=[O:16])=[CH:8][CH:9]=1. Procedure details: To a solution of 1.74 g (7.76 mmol) of 4-(2,2-dimethylpropyl)-4-ethenylbenzene (from Step A) in 10 mL EtOAc and 10 mL H2O was added 8.30 g (38.8 mmol) of NaIO4 and 1 mg (0.0078 mmol) RuO2. The reaction mixture was heated to 40° C. for 30 min. The reaction mixture was cooled and stirred at rt for 16 hr. To the reaction mixture was added H2O and EtOAc, and layers were separated. The organic layer was dried and concentrated to dryness to provide 776 mg of the title compound: 1H NMR (500 Mhz) δ 0.91... Reactants: OC1=CC=C(OCCN(C2=CC=C(C=C2)CCCC(=O)OC)CCOC2=CC=C(C=C2)O)C=C1 (methyl 4-(4-(bis(2-(4-hydroxyphenoxy)ethyl)amino)phenyl)butanoate). Run in Cl (hydrochloric acid). Yields the product OC1=CC=C(OCCN(C2=CC=C(C=C2)CCCC(=O)O)CCOC2=CC=C(C=C2)O)C=C1 (4-(4-(bis(2-(4-hydroxyphenoxy)ethyl)amino)phenyl)butanoic acid). Yield: 84.6%. As a reaction SMILES: [OH:1][C:2]1[CH:34]=[CH:33][C:5]([O:6][CH2:7][CH2:8][N:9]([CH2:23][CH2:24][O:25][C:26]2[CH:31]=[CH:30][C:29]([OH:32])=[CH:28][CH:27]=2)[C:10]2[CH:15]=[CH:14][C:13]([CH2:16][CH2:17][CH2:18][C:19]([O:21]C)=[O:20])=[CH:12][CH:11]=2)=[CH:4][CH:3]=1>Cl>[OH:1][C:2]1[CH:3]=[CH:4][C:5]([O:6][CH2:7][CH2:8][N:9]([CH2:23][CH2:24][O:25][C:26]2[CH:27]=[CH:28][C:29]([OH:32])=[CH:30][CH:31]=2)[C:10]2[CH:11]=[CH:12][C:13]([CH2:16][CH2:17][CH2:18][C:19]([OH:21])=[O:20])=[CH:14][CH:15]=2)=[CH:33][CH:34]=1. Procedure details: Compound 27 (60 mg, 0.13 mmol) was refluxed in concentrated hydrochloric acid for 2 hours. The reaction was concentrated, quenched with 50 mL of water, and neutralized with ammonium hydroxide to pH 7. The mixture was then extracted with EtOAc and the combined organic layer was washed with water, then brine, and dried over Na2SO4. The solvent was evaporated to yield the compound 28 (50 mg, 0.11 mmol, 85% yield). 1H NMR (CDCl3, 400 MHz) δ12.00 (bs, 1H), 8.92 (bs, 2H), 6.98 (d, J=8.0 Hz, 2H), 6.66-... The reactants are C(C(=O)[O-])(=O)[O-].COC(=O)C=1C[NH2+]CC(C1)C.COC(=O)C=1C[NH2+]CC(C1)C ((RS)-3-methoxycarbonyl-5-methyl-1,2,5,6-tetrahydropyridinium oxalate), C(C)(C)C(N)=NO (isopropylcarboxamide oxime), C(CC)(N)=NO (propionamide oxime), Br (HBr). Product: C(C(=O)[O-])(=O)[O-].CC1C=C(C[NH2+]C1)C1=NC(=NO1)CC.CC1C=C(C[NH2+]C1)C1=NC(=NO1)CC ((RS)-5-Methyl-3-(3-ethyl-1,2,4-oxadiazol-5-yl)-1,2,5,6-tetrahydropyridinium oxalate). As a reaction SMILES: [C:1]([O-:6])(=[O:5])[C:2]([O-:4])=[O:3].CO[C:9]([C:11]1[CH2:12][NH2+:13][CH2:14][CH:15]([CH3:17])[CH:16]=1)=[O:10].CO[C:20]([C:22]1[CH2:23][NH2+:24][CH2:25][CH:26]([CH3:28])[CH:27]=1)=[O:21].[C:29](=[N:33]O)([NH2:32])[CH2:30][CH3:31].Br.[CH:36]([C:39](=[N:41]O)[NH2:40])(C)[CH3:37]>>[C:1]([O-:6])(=[O:5])[C:2]([O-:4])=[O:3].[CH3:17][CH:15]1[CH2:14][NH2+:13][CH2:12][C:11]([C:9]2[O:10][N:33]=[C:29]([CH2:30][CH3:31])[N:32]=2)=[CH:16]1.[CH3:28][CH:26]1[CH2:25][NH2+:24][CH2:23][C:22]([C:20]2[O:21][N:41]=[C:39]([CH2:36][CH3:37])[N:40]=2)=[CH:27]1 |f:0.1.2,6.7.8|. Reported procedure: The compound was synthesized as described in Example 17 using (RS)-3-methoxycarbonyl-5-methyl-1,2,5,6-tetrahydropyridinium oxalate and propionamide oxime instead of arecoline, HBr and isopropylcarboxamide oxime, respectively. M.P. 188°-189° C. RXN SMILES: [F:1][C:2]([F:34])([F:33])[C:3]1[CH:28]=[C:27]([C:29]([F:32])([F:31])[F:30])[CH:26]=[CH:25][C:4]=1[CH2:5][N:6]1[C:14]2[C:9](=[CH:10][C:11]([CH:15]=[C:16]3[S:20][C:19](SCC)=[N:18][C:17]3=[O:24])=[CH:12][CH:13]=2)[CH:8]=[N:7]1.[NH:35]1[CH2:38][CH:37]([N:39]2[CH2:44][C@H:43]([CH3:45])[O:42][C@H:41]([CH3:46])[CH2:40]2)[CH2:36]1>>[F:34][C:2]([F:33])([F:1])[C:3]1[CH:28]=[C:27]([C:29]([F:31])([F:32])[F:30])[CH:26]=[CH:25][C:4]=1[CH2:5][N:6]1[C:14]2[C:9](=[CH:10][C:11]([CH:15]=[C:16]3[S:20][C:19]([N:35]4[CH2:38][CH:37]([N:39]5[CH2:44][C@H:43]([CH3:45])[O:42][C@H:41]([CH3:46])[CH2:40]5)[CH2:36]4)=[N:18][C:17]3=[O:24])=[CH:12][CH:13]=2)[CH:8]=[N:7]1. Reported procedure: 5-({1-[2,4-Bis(trifluoromethyl)benzyl]-1H-indazol-5-yl}methylidene)-2-[3-(2,6-cis-dimethylmorpholin-4-yl)azetidin-1-yl]-1,3-thiazol-4(5H)-one was prepared from 5-[1-(2,4-Bis-trifluoromethyl-benzyl)-1H-indazol-5-ylmethylene]-2-ethylsulfanyl-thiazol-4-one and 4-Azetidin-3-yl-2,6-(cis)-dimethyl-morpholine following General Procedure C. Product: FC(C1=C(CN2N=CC3=CC(=CC=C23)C=C2C(N=C(S2)N2CC(C2)N2C[C@H](O[C@H](C2)C)C)=O)C=CC(=C1)C(F)(F)F)(F)F (5-({1-[2,4-Bis(trifluoromethyl)benzyl]-1H-indazol-5-yl}methylidene)-2-[3-(2,6-cis-dimethylmorpholin-4-yl)azetidin-1-yl]-1,3-thiazol-4(5H)-one). Starting materials: FC(C1=C(CN2N=CC3=CC(=CC=C23)C=C2C(N=C(S2)SCC)=O)C=CC(=C1)C(F)(F)F)(F)F (5-[1-(2,4-Bis-trifluoromethyl-benzyl)-1H-indazol-5-ylmethylene]-2-ethylsulfanyl-thiazol-4-one), N1CC(C1)N1C[C@H](O[C@H](C1)C)C (4-Azetidin-3-yl-2,6-(cis)-dimethyl-morpholine). Reactants: C(C)(C)(C)OC(=O)NC(C(=O)O)C(CC)OC1=C(C=CC=C1)[N+](=O)[O-] (2-tert-butoxycarbonylamino-3-(2-nitro-phenoxy)-pentanoic acid). Reagents/catalysts: [Pd] (Palladium). Run in CO (methanol). Product: NC1=C(OC(C(C(=O)O)NC(=O)OC(C)(C)C)CC)C=CC=C1 (3-(2-amino-phenoxy)-2-tert-butoxycarbonylamino-pentanoic acid). Yield: 94.7%. Reaction SMILES: [C:1]([O:5][C:6]([NH:8][CH:9]([CH:13]([O:16][C:17]1[CH:22]=[CH:21][CH:20]=[CH:19][C:18]=1[N+:23]([O-])=O)[CH2:14][CH3:15])[C:10]([OH:12])=[O:11])=[O:7])([CH3:4])([CH3:3])[CH3:2]>CO.[Pd]>[NH2:23][C:18]1[CH:19]=[CH:20][CH:21]=[CH:22][C:17]=1[O:16][CH:13]([CH2:14][CH3:15])[CH:9]([NH:8][C:6]([O:5][C:1]([CH3:3])([CH3:4])[CH3:2])=[O:7])[C:10]([OH:12])=[O:11]. Procedure: 6.03 g (17.0 mmol) 2-tert-butoxycarbonylamino-3-(2-nitro-phenoxy)-pentanoic acid in 110 ml methanol were hydrogenated with 0.21 g Palladium 10% on charcoal. Filtration and removal of the solvent by distillation yielded 5.22 g (95%) 3-(2-amino-phenoxy)-2-tert-butoxycarbonylamino-pentanoic acid as red oil, MS m/e (%): 325.3 (M+H+, 100). Starting materials: Cc1cc(-c2c(OS(=O)(=O)C(F)(F)F)c3cc(C#N)ccc3[nH]c2=O)on1, OB(O)C1=CCCCCC1, O=C([O-])[O-], C1COCCO1, Cl, [Na+], [Na+], O, c1ccc(P(c2ccccc2)(c2ccccc2)[Pd](P(c2ccccc2)(c2ccccc2)c2ccccc2)(P(c2ccccc2)(c2ccccc2)c2ccccc2)P(c2ccccc2)(c2ccccc2)c2ccccc2)cc1. The product is Cc1cc(-c2c(C3=CCCCCC3)c3cc(C#N)ccc3[nH]c2=O)on1. Reaction SMILES: [C:1](#[N:2])[c:3]1[cH:4][c:5]2[c:6]([O:20][S:21]([C:22]([F:23])([F:24])[F:25])(=[O:26])=[O:27])[c:7](-[c:14]3[cH:15][c:16]([CH3:19])[n:17][o:18]3)[c:8](=[O:13])[nH:9][c:10]2[cH:11][cH:12]1.[C:28]1([B:35]([OH:36])[OH:37])=[CH:29][CH2:30][CH2:31][CH2:32][CH2:33][CH2:34]1.[C:38](=[O:39])([O-:40])[O-:41].[CH2:45]1[O:46][CH2:47][CH2:48][O:49][CH2:50]1.[ClH:44].[Na+:42].[Na+:43].[OH2:128].[cH:51]1[cH:52][cH:53][c:54]([P:55]([Pd:56]([P:57]([c:58]2[cH:59][cH:60][cH:61][cH:62][cH:63]2)([c:64]2[cH:65][cH:66][cH:67][cH:68][cH:69]2)[c:70]2[cH:71][cH:72][cH:73][cH:74][cH:75]2)([P:76]([c:77]2[cH:78][cH:79][cH:80][cH:81][cH:82]2)([c:83]2[cH:84][cH:85][cH:86][cH:87][cH:88]2)[c:89]2[cH:90][cH:91][cH:92][cH:93][cH:94]2)[P:95]([c:96]2[cH:97][cH:98][cH:99][cH:100][cH:101]2)([c:102]2[cH:103][cH:104][cH:105][cH:106][cH:107]2)[c:108]2[cH:109][cH:110][cH:111][cH:112][cH:113]2)([c:114]2[cH:115][cH:116][cH:117][cH:118][cH:119]2)[c:120]2[cH:121][cH:122][cH:123][cH:124][cH:125]2)[cH:126][cH:127]1>>[C:1](#[N:2])[c:3]1[cH:4][c:5]2[c:6]([C:28]3=[CH:29][CH2:30][CH2:31][CH2:32][CH2:33][CH2:34]3)[c:7](-[c:14]3[cH:15][c:16]([CH3:19])[n:17][o:18]3)[c:8](=[O:13])[nH:9][c:10]2[cH:11][cH:12]1. The reactants are CC1CC(O)CC(C)(C)C1, Cc1ccc(C)c(OCCCC(C)(C)C(=O)Cl)c1, Cc1ccccc1. Product: Cc1ccc(C)c(OCCCC(C)(C)C(=O)OC2CC(C)CC(C)(C)C2)c1. RXN SMILES: [CH3:19][C:20]1([CH3:28])[CH2:21][CH:22]([OH:27])[CH2:23][CH:24]([CH3:26])[CH2:25]1.[CH3:1][c:2]1[c:3]([O:4][CH2:5][CH2:6][CH2:7][C:8]([C:9](=[O:10])[Cl:11])([CH3:12])[CH3:13])[cH:14][c:15]([CH3:18])[cH:16][cH:17]1.[CH3:29][c:30]1[cH:31][cH:32][cH:33][cH:34][cH:35]1>>[CH3:1][c:2]1[c:3]([O:4][CH2:5][CH2:6][CH2:7][C:8]([C:9](=[O:10])[O:27][CH:22]2[CH2:21][C:20]([CH3:19])([CH3:28])[CH2:25][CH:24]([CH3:26])[CH2:23]2)([CH3:12])[CH3:13])[cH:14][c:15]([CH3:18])[cH:16][cH:17]1.